From a dataset of the Open Reaction Database (ORD), a public repository of structured organic reaction records. describe an organic reaction: reactants, conditions, products, and yield Reactants: BrC1=CC=C(S1)C1=CC=NN1C (5-(5-bromothiophen-2-yl)-1-methyl-1H-pyrazole), 11a, C(Cl)Cl (DCM), 11a, 10a, C(Cl)Cl (DCM). Product: BrC1=CC=C(S1)C1=NN(C=C1)C (3-(5-bromothiophen-2-yl)-1-methyl-1H-pyrazole). Reaction SMILES: [Br:1][C:2]1[S:6][C:5]([C:7]2[N:11](C)[N:10]=[CH:9][CH:8]=2)=[CH:4][CH:3]=1.[CH2:13](Cl)Cl>>[Br:1][C:2]1[S:6][C:5]([C:7]2[CH:8]=[CH:9][N:10]([CH3:13])[N:11]=2)=[CH:4][CH:3]=1. Reported procedure: To a stirred solution of 1-(5-bromothiophen-2-yl)-3-dimethylaminopropenone (0.70 g, 2.7 mmol) in EtOH (15 mL) was added methylhydrazine (0.16 mL, 3.0 mmol) and then acetic acid (0.45 mL, 8.0 mmol). The resulting mixture was heated at reflux for 2 h, allowed to cool to ambient temperature and then concentrated under reduced pressure. The residue was diluted with DCM (50 mL), washed with H2O and brine, then dried (Na2SO4), concentrated and purified by chromatography (silica, DCM) to yield the titl...